Dataset: the Open Reaction Database (ORD), a public repository of structured organic reaction records. Task: describe an organic reaction: reactants, conditions, products, and yield Starting materials: ClC=1N=C(NC1C=1C=C(C(=O)OC)C=CC1C)C1CCOCC1 (methyl 3-(4-chloro-2-(tetrahydro-2H-pyran-4-yl)-1H-imidazol-5-yl)-4-methylbenzoate), ClC=1N=C(NC1C=1C=C(C(=O)OC)C=CC1C)C1CCOCC1 (methyl 3-(4-chloro-2-(tetrahydro-2H-pyran-4-yl)-1H-imidazol-5-yl)-4-methylbenzoate), [OH-].[Na+] (sodium hydroxide). Run in CO (methanol), O (water). Conditions: temperature 60 celsius, time 1 hour. The product is ClC=1N=C(NC1C=1C=C(C(=O)O)C=CC1C)C1CCOCC1 (3-(4-Chloro-2-(tetrahydro-2H-pyran-4-yl)-1H-imidazol-5-yl)-4-methylbenzoic acid). Yield: 107.5%. As a reaction SMILES: [Cl:1][C:2]1[N:3]=[C:4]([CH:18]2[CH2:23][CH2:22][O:21][CH2:20][CH2:19]2)[NH:5][C:6]=1[C:7]1[CH:8]=[C:9]([CH:14]=[CH:15][C:16]=1[CH3:17])[C:10]([O:12]C)=[O:11].[OH-].[Na+]>CO.O>[Cl:1][C:2]1[N:3]=[C:4]([CH:18]2[CH2:23][CH2:22][O:21][CH2:20][CH2:19]2)[NH:5][C:6]=1[C:7]1[CH:8]=[C:9]([CH:14]=[CH:15][C:16]=1[CH3:17])[C:10]([OH:12])=[O:11] |f:1.2|. Reported procedure: Into a 50-mL round-bottom flask, was placed a solution of methyl 3-(4-chloro-2-(tetrahydro-2H-pyran-4-yl)-1H-imidazol-5-yl)-4-methylbenzoate (compound 241.3, 290 mg, 0.87 mmol) in methanol (6 mL). Then a solution of sodium hydroxide (139 mg, 3.48 mmol) in water (3 mL) was added to the reaction. The reaction mixture was stirred for 1 h at 60° C., then concentrated under reduced pressure. The pH of the solution was adjusted to 1 with hydrogen chloride (2 M). The resulting mixture was concentrated ... The reactants are [Li+], C1CCOC1, [OH-], O, O, COC(=O)c1cccc2c1c(CCNC1CN3CCC1CC3)cn2S(=O)(=O)c1ccccc1. Yields the product [Li+], O=C([O-])c1cccc2c1c(CCNC1CN3CCC1CC3)cn2S(=O)(=O)c1ccccc1. RXN SMILES: [Li+:36].[O:37]1[CH2:38][CH2:39][CH2:40][CH2:41]1.[OH-:35].[OH2:34].[OH2:42].[c:1]1([S:7](=[O:8])(=[O:9])[n:10]2[cH:11][c:12]([CH2:23][CH2:24][NH:25][CH:26]3[CH2:27][N:28]4[CH2:29][CH2:30][CH:31]3[CH2:32][CH2:33]4)[c:13]3[c:14]([C:19](=[O:20])[O:21][CH3:22])[cH:15][cH:16][cH:17][c:18]23)[cH:2][cH:3][cH:4][cH:5][cH:6]1>>[Li+:36].[c:1]1([S:7](=[O:8])(=[O:9])[n:10]2[cH:11][c:12]([CH2:23][CH2:24][NH:25][CH:26]3[CH2:27][N:28]4[CH2:29][CH2:30][CH:31]3[CH2:32][CH2:33]4)[c:13]3[c:14]([C:19](=[O:20])[O-:21])[cH:15][cH:16][cH:17][c:18]23)[cH:2][cH:3][cH:4][cH:5][cH:6]1. Reactants: CC1(C)OCC(CON2C(=O)c3ccccc3C2=O)O1, CNN, ClCCl. Product: CC1(C)OCC(CON)O1. As a reaction SMILES: [CH3:1][C:2]1([CH3:20])[O:3][CH2:4][CH:5]([CH2:7][O:8][N:9]2[C:10](=[O:11])[c:12]3[cH:13][cH:14][cH:15][cH:16][c:17]3[C:18]2=[O:19])[O:6]1.[CH3:21][NH:22][NH2:23].[Cl:24][CH2:25][Cl:26]>>[CH3:1][C:2]1([CH3:20])[O:3][CH2:4][CH:5]([CH2:7][O:8][NH2:9])[O:6]1. The reactants are CO, CC12CCC3c4ccc(OC5CCCCO5)cc4C=CC3C1CCC2=C(F)F, O, O=C(O)C(=O)O. The product is CC12CCC3c4ccc(O)cc4C=CC3C1CCC2=C(F)F. RXN SMILES: [CH3:35][OH:36].[F:1][C:2](=[C:3]1[C:4]2([CH3:5])[CH:6]([CH2:7][CH2:8]1)[CH:9]1[CH:10]=[CH:11][c:12]3[cH:13][c:14]([O:21][CH:22]4[CH2:23][CH2:24][CH2:25][CH2:26][O:27]4)[cH:15][cH:16][c:17]3[CH:18]1[CH2:19][CH2:20]2)[F:28].[OH2:37].[OH:29][C:30]([C:31](=[O:32])[OH:33])=[O:34]>>[F:1][C:2](=[C:3]1[C:4]2([CH3:5])[CH:6]([CH2:7][CH2:8]1)[CH:9]1[CH:10]=[CH:11][c:12]3[cH:13][c:14]([OH:21])[cH:15][cH:16][c:17]3[CH:18]1[CH2:19][CH2:20]2)[F:28]. Reactants: C[Si](C)(C)[N-][Si](C)(C)C, CC(=O)O, CC(C)c1cc(C(C)C)cc(C(C)C)c1, [K+], C1CCOC1, [N-]=[N+]=NS(=O)(=O)N=[N+]=[N-], CC1C(c2ccccc2)OC(=O)N1C(=O)CC1c2ccccc2CCc2ccccc21. Yields the product NC(C(=O)O)C1c2ccccc2CCc2ccccc21. RXN SMILES: [CH3:32][Si:33]([N-:34][Si:35]([CH3:36])([CH3:37])[CH3:38])([CH3:39])[CH3:40].[CH3:66][C:67]([OH:68])=[O:69].[CH:51]([c:52]1[cH:53][c:54]([CH:55]([CH3:56])[CH3:57])[cH:58][c:59]([CH:60]([CH3:61])[CH3:62])[cH:63]1)([CH3:64])[CH3:65].[K+:41].[O:70]1[CH2:71][CH2:72][CH2:73][CH2:74]1.[S:42]([N:43]=[N+:44]=[N-:46])([N:45]=[N+:47]=[N-:48])(=[O:49])=[O:50].[cH:1]1[cH:2][cH:3][cH:4][c:5]2[c:11]1[CH2:10][CH2:9][c:8]1[c:7]([cH:15][cH:14][cH:13][cH:12]1)[CH:6]2[CH2:16][C:17]([N:18]1[CH:19]([CH3:20])[CH:21]([c:22]2[cH:23][cH:24][cH:25][cH:26][cH:27]2)[O:28][C:29]1=[O:30])=[O:31]>>[cH:1]1[cH:2][cH:3][cH:4][c:5]2[c:11]1[CH2:10][CH2:9][c:8]1[c:7]([cH:15][cH:14][cH:13][cH:12]1)[CH:6]2[CH:66]([NH2:45])[C:67]([OH:68])=[O:69]. Reactants: O=C1N(C(C=2C=C3C(=CC12)C=CC=C3)=O)CC[C@H](C(=O)O)N[C@@H](CC(C)C)C(=O)NCC3=CC(=CC=C3)C(F)(F)F (4-(1,3-Dihydro-1,3-dioxo-2H-benz[f]isoindol-2-yl)-2-(R)-[[3-methyl-1-(S)-[[(3-trifluoromethylbenzyl)amino]carbonyl]butyl]amino]-butanoic acid), CC(C)(C)C(=O)[C@@H](CCN1C(C=2C=C3C(=CC2C1=O)C=CC=C3)=O)N[C@H](C(=O)NCC3=CC=C(C(=O)O)C=C3)CC(C)C (4-[2-(S)-[1-(R)-(1,1-dimethylethyl)Carbonyl-3-(1,3-dioxo1,3-dihydro-benzo[f]isoindol-2-yl)-propylamino]-4-methyl-pentanoylamino-methyl)-benzoic acid). The product is C(=O)(O)[C@@H](CCN1C(C=2C=C3C(=CC2C1=O)C=CC=C3)=O)N[C@H](C(=O)NCC3=CC=C(C(=O)O)C=C3)CC(C)C (4-[2-(S)-[1-(R)-Carboxy-3-(1,3-dioxo1,3-dihydro-benzo[f]isoindol-2-yl)propylamino]-4-methyl-pentanoylamino-methyl)-benzoic acid). Reaction SMILES: [O:1]=[C:2]1[C:10]2[CH:9]=[C:8]3[CH:11]=[CH:12][CH:13]=[CH:14][C:7]3=[CH:6][C:5]=2[C:4](=[O:15])[N:3]1[CH2:16][CH2:17][C@@H:18]([NH:22][C@H:23]([C:28]([NH:30][CH2:31]C1C=CC=C(C(F)(F)F)C=1)=[O:29])[CH2:24][CH:25]([CH3:27])[CH3:26])[C:19]([OH:21])=[O:20].CC(C([C@H](N[C@@H](CC(C)C)C(NC[C:72]1[CH:80]=[CH:79][C:75]([C:76]([OH:78])=[O:77])=[CH:74][CH:73]=1)=O)CCN1C(=O)C2C=C3C=CC=CC3=CC=2C1=O)=O)(C)C>>[C:19]([C@H:18]([NH:22][C@@H:23]([CH2:24][CH:25]([CH3:27])[CH3:26])[C:28]([NH:30][CH2:31][C:72]1[CH:80]=[CH:79][C:75]([C:76]([OH:78])=[O:77])=[CH:74][CH:73]=1)=[O:29])[CH2:17][CH2:16][N:3]1[C:2](=[O:1])[C:10]2[CH:9]=[C:8]3[CH:11]=[CH:12][CH:13]=[CH:14][C:7]3=[CH:6][C:5]=2[C:4]1=[O:15])([OH:21])=[O:20]. Procedure: Prepared as described for Example 1, Part (b) by hydrolysis of the product of Part (a) above to give the title compound as a solid; 20 mg. Reaction SMILES: [H-].[Na+].[Cl:3][C:4]1[CH:9]=[CH:8][CH:7]=[C:6]([F:10])[C:5]=1[CH2:11][C:12]([O:14]CC)=O.[C:17]([O:20][C:21](=O)[CH3:22])(=[O:19])[CH3:18].Cl>O1CCCC1>[Cl:3][C:4]1[CH:9]=[CH:8][CH:7]=[C:6]([F:10])[C:5]=1[CH2:11][C:12](=[O:14])[CH2:18][C:17]([O:20][CH2:21][CH3:22])=[O:19] |f:0.1|. Procedure: Into a mixture of 9.6 g of sodium hydride (60% in oil) and 200 ml of tetrahydrofuran, 21.7 g of ethyl 2-chloro-6-fluorophenylacetate were added dropwise under reflux. Then, a solution of 12.3 g of acetic anhydride in 40 ml tetrahydrofuran was added thereto and refluxed under heating for 10 hours. The reaction mixture was cooled, poured into iced dil. hydrochloric acid and extracted with t-butyl methyl ether. The organic layer was washed with dil. hydrochloric acid, aqueous saturated sodium bicar... Yields the product ClC1=C(C(=CC=C1)F)CC(CC(=O)OCC)=O (ethyl (2-chloro-6-fluorophenyl)acetoacetate). Yield: 35.8%. The reactants are Cl (hydrochloric acid), C(C)(=O)OC(C)=O (acetic anhydride), [H-].[Na+] (sodium hydride), ClC1=C(C(=CC=C1)F)CC(=O)OCC (ethyl 2-chloro-6-fluorophenylacetate). Run in O1CCCC1 (tetrahydrofuran), O1CCCC1 (tetrahydrofuran).